Dataset: the Open Reaction Database (ORD), a public repository of structured organic reaction records. Task: describe an organic reaction: reactants, conditions, products, and yield Reactants: COC1=CC=C2C=CC(N(C2=C1)CC=O)=O ((7-methoxy-2-oxoquinolin-1(2H)-yl)acetaldehyde), Cl.O1CCOC2=C1C=CC(=C2)CNC2C(CNCC2)C(=O)OC (methyl 4-((2,3-dihydro-1,4-benzodioxin-6-ylmethyl)amino)piperidine-3-carboxylate hydrochloride), Cl (hydrochloric acid). The solvent is O1CCOCC1 (dioxane). Yields the product O1CCOC2=C1C=CC(=C2)CNC2C(CN(CC2)CCN2C(C=CC1=CC=C(C=C21)OC)=O)C(=O)OC (methyl 4-((2,3-dihydro-1,4-benzodioxin-6-ylmethyl)amino)-1-(2-(7-methoxy-2-oxoquinolin-1(2H)-yl)ethyl)piperidine-3-carboxylate). RXN SMILES: [CH3:1][O:2][C:3]1[CH:12]=[C:11]2[C:6]([CH:7]=[CH:8][C:9](=[O:16])[N:10]2[CH2:13][CH:14]=O)=[CH:5][CH:4]=1.Cl.[O:18]1[C:23]2[CH:24]=[CH:25][C:26]([CH2:28][NH:29][CH:30]3[CH2:35][CH2:34][NH:33][CH2:32][CH:31]3[C:36]([O:38][CH3:39])=[O:37])=[CH:27][C:22]=2[O:21][CH2:20][CH2:19]1.Cl>O1CCOCC1>[O:18]1[C:23]2[CH:24]=[CH:25][C:26]([CH2:28][NH:29][CH:30]3[CH2:35][CH2:34][N:33]([CH2:14][CH2:13][N:10]4[C:11]5[C:6](=[CH:5][CH:4]=[C:3]([O:2][CH3:1])[CH:12]=5)[CH:7]=[CH:8][C:9]4=[O:16])[CH2:32][CH:31]3[C:36]([O:38][CH3:39])=[O:37])=[CH:27][C:22]=2[O:21][CH2:20][CH2:19]1 |f:1.2|. Reported procedure: As similarly to Example 1, to 0.10 g of methyl 4-((2,3-dihydro-1,4-benzodioxin-6-ylmethyl)amino)-1-(2-(7-methoxy-2-oxoquinolin-1(2H)-yl)ethyl)piperidine-3-carboxylate obtained from (7-methoxy-2-oxoquinolin-1(2H)-yl)acetaldehyde and methyl 4-((2,3-dihydro-1,4-benzodioxin-6-ylmethyl)amino)piperidine-3-carboxylate hydrochloride, 1.0 mL of 6 mol/L hydrochloric acid and 1.0 mL of dioxane were added. The reaction mixture was stirred under reflux with heating for 3 hours. The solvent was removed, aceto... Starting materials: OC1=CC=2C=C3N(C2C=C1)C[C@@H](NC3=O)C ((S)-8-hydroxy-3-methyl-3,4-dihydro-2H-pyrazino[1,2-a]indol-1-one), C(C)(C)N1CCC(CC1)O (1-isopropyl-piperidin-4-ol), C1(=CC=CC=C1)P(C1=CC=CC=C1)C1=CC=CC=C1 (triphenylphosphine), C(C)(C)(C)OC(=O)N=NC(=O)OC(C)(C)C (di-tert-butyl-azodicarboxylate). RXN SMILES: [OH:1][C:2]1[CH:10]=[CH:9][C:8]2[N:7]3[CH2:11][C@H:12]([CH3:16])[NH:13][C:14](=[O:15])[C:6]3=[CH:5][C:4]=2[CH:3]=1.[CH:17]([N:20]1[CH2:25][CH2:24][CH:23](O)[CH2:22][CH2:21]1)([CH3:19])[CH3:18].C1(P(C2C=CC=CC=2)C2C=CC=CC=2)C=CC=CC=1.C(OC(N=NC(OC(C)(C)C)=O)=O)(C)(C)C>>[CH:17]([N:20]1[CH2:25][CH2:24][CH:23]([O:1][C:2]2[CH:10]=[CH:9][C:8]3[N:7]4[CH2:11][C@H:12]([CH3:16])[NH:13][C:14](=[O:15])[C:6]4=[CH:5][C:4]=3[CH:3]=2)[CH2:22][CH2:21]1)([CH3:19])[CH3:18]. Procedure details: The title compound was synthesized in analogy to example 1, from (S)-8-hydroxy-3-methyl-3,4-dihydro-2H-pyrazino[1,2-a]indol-1-one, 1-isopropyl-piperidin-4-ol (commercially available), triphenylphosphine and di-tert-butyl-azodicarboxylate, to give the desired product as a light yellow solid (46%). The product is C(C)(C)N1CCC(CC1)OC1=CC=2C=C3N(C2C=C1)C[C@@H](NC3=O)C ((S)-8-(1-Isopropyl-piperidin-4-yloxy)-3-methyl-3,4-dihydro-2H-pyrazino[1,2-a]indol-1-one). Isolated yield 46.0%. Starting materials: OCc1ccc2oc(Cc3ccc(F)cc3)cc2c1, O=C1NC(=O)c2ccccc21, C1CCOC1, c1ccc(P(c2ccccc2)c2ccccc2)cc1. Yields the product O=C1c2ccccc2C(=O)N1Cc1ccc2oc(Cc3ccc(F)cc3)cc2c1. RXN SMILES: [F:1][c:2]1[cH:3][cH:4][c:5]([CH2:6][c:7]2[o:8][c:9]3[c:10]([cH:11]2)[cH:12][c:13]([CH2:16][OH:17])[cH:14][cH:15]3)[cH:18][cH:19]1.[O:39]=[C:40]1[NH:41][C:42](=[O:43])[c:44]2[cH:45][cH:46][cH:47][cH:48][c:49]21.[O:50]1[CH2:51][CH2:52][CH2:53][CH2:54]1.[c:20]1([P:21]([c:22]2[cH:23][cH:24][cH:25][cH:26][cH:27]2)[c:28]2[cH:29][cH:30][cH:31][cH:32][cH:33]2)[cH:34][cH:35][cH:36][cH:37][cH:38]1>>[F:1][c:2]1[cH:3][cH:4][c:5]([CH2:6][c:7]2[o:8][c:9]3[c:10]([cH:11]2)[cH:12][c:13]([CH2:16][N:41]2[C:40](=[O:39])[c:49]4[c:44]([cH:45][cH:46][cH:47][cH:48]4)[C:42]2=[O:43])[cH:14][cH:15]3)[cH:18][cH:19]1. Reactants: CC(C)(C)[Si](C)(C)OCCBr, O=C([O-])[O-], ClCCl, [Cs+], [Cs+], O=[N+]([O-])c1cn[nH]c1, CN(C)C=O, O. Yields the product CC(C)(C)[Si](C)(C)OCCn1cc([N+](=O)[O-])cn1. RXN SMILES: [Br:9][CH2:10][CH2:11][O:12][Si:13]([CH3:14])([CH3:15])[C:16]([CH3:17])([CH3:18])[CH3:19].[C:20](=[O:21])([O-:22])[O-:23].[CH2:31]([Cl:32])[Cl:33].[Cs+:24].[Cs+:25].[N+:1](=[O:2])([O-:3])[c:4]1[cH:5][n:6][nH:7][cH:8]1.[O:26]=[CH:27][N:28]([CH3:29])[CH3:30].[OH2:34]>>[N+:1](=[O:2])([O-:3])[c:4]1[cH:5][n:6]([CH2:10][CH2:11][O:12][Si:13]([CH3:14])([CH3:15])[C:16]([CH3:17])([CH3:18])[CH3:19])[n:7][cH:8]1. The reactants are CSc1ccc(Br)nc1, [Li]CCCC, COc1ccc(Br)cn1, C1CCOC1. Yields the product COc1ccc(SC)cn1. As a reaction SMILES: [Br:1][c:2]1[n:3][cH:4][c:5]([S:8][CH3:9])[cH:6][cH:7]1.[CH2:19]([Li:20])[CH2:21][CH2:22][CH3:23].[CH3:10][O:11][c:12]1[cH:13][cH:14][c:15]([Br:16])[cH:17][n:18]1.[O:24]1[CH2:25][CH2:26][CH2:27][CH2:28]1>>[c:2]1([O:11][CH3:10])[n:3][cH:4][c:5]([S:8][CH3:9])[cH:6][cH:7]1. Starting materials: [OH-].[Li+] (lithium hydroxide), OC(C=1C=C(C=C(C1)C1=CC=C(C=C1)C)C(=O)OCC)C1=NC=CC=C1 (Ethyl 5-(hydroxy(pyridin-2-yl)methyl)-4′-methylbiphenyl-3-carboxylate), OS(=O)(=O)O (H2SO4). The solvent is O (water), O1CCOCC1 (1,4-dioxane). Yields the product OC(C=1C=C(C=C(C1)C1=CC=C(C=C1)C)C(=O)O)C1=NC=CC=C1 (5-(Hydroxy-pyridin-2-yl-methyl)-4′-methyl-biphenyl-3-carboxylic acid). RXN SMILES: [OH:1][CH:2]([C:21]1[CH:26]=[CH:25][CH:24]=[CH:23][N:22]=1)[C:3]1[CH:4]=[C:5]([C:16]([O:18]CC)=[O:17])[CH:6]=[C:7]([C:9]2[CH:14]=[CH:13][C:12]([CH3:15])=[CH:11][CH:10]=2)[CH:8]=1.[OH-].[Li+].OS(O)(=O)=O>O1CCOCC1.O>[OH:1][CH:2]([C:21]1[CH:26]=[CH:25][CH:24]=[CH:23][N:22]=1)[C:3]1[CH:4]=[C:5]([C:16]([OH:18])=[O:17])[CH:6]=[C:7]([C:9]2[CH:14]=[CH:13][C:12]([CH3:15])=[CH:11][CH:10]=2)[CH:8]=1 |f:1.2|. Procedure: Ethyl 5-(hydroxy(pyridin-2-yl)methyl)-4′-methylbiphenyl-3-carboxylate (319 mg, 0.92 mmol) was dissolved in 1,4-dioxane (6 mL) and water (0.3 mL). To the stirred solution was added lithium hydroxide (120 mg, 5.0 mmol) and the reaction mixture was stirred at room temperature until the reaction was complete. The mixture was cooled and acidified with 2N aq. H2SO4 to pH 5-6 and extracted with EtOAc (20 mL×3). The combined organic layers were washed with brine, dried (MgSO4), and concentrated to yield...